Dataset: the Open Reaction Database (ORD), a public repository of structured organic reaction records. Task: describe an organic reaction: reactants, conditions, products, and yield The reactants are F[B-](F)(F)F, CC(C(=O)O)C(=O)NC1C(=O)N(C)c2ccccc2-c2ccccc21, CC#N, NCc1ccccc1F, O=C(O)C(F)(F)F, CN(C)C=O, CN(C)C(On1ccccc1=O)=[N+](C)C. Product: CC(C(=O)NCc1ccccc1F)C(=O)NC1C(=O)N(C)c2ccccc2-c2ccccc21. Reaction SMILES: [B-:35]([F:36])([F:37])([F:38])[F:39].[CH3:1][CH:2]([C:3](=[O:4])[OH:5])[C:6](=[O:7])[NH:8][CH:9]1[c:10]2[c:11]([cH:22][cH:23][cH:24][cH:25]2)-[c:12]2[c:13]([cH:18][cH:19][cH:20][cH:21]2)[N:14]([CH3:17])[C:15]1=[O:16].[CH3:55][C:56]#[N:57].[F:26][c:27]1[c:28]([CH2:29][NH2:30])[cH:31][cH:32][cH:33][cH:34]1.[F:63][C:64]([F:65])([F:66])[C:67]([OH:68])=[O:69].[O:58]=[CH:59][N:60]([CH3:61])[CH3:62].[n:40]1([O:41][C:42]([N:43]([CH3:44])[CH3:45])=[N+:46]([CH3:47])[CH3:48])[cH:49][cH:50][cH:51][cH:52][c:53]1=[O:54]>>[CH3:1][CH:2]([C:3](=[O:5])[NH:30][CH2:29][c:28]1[c:27]([F:26])[cH:34][cH:33][cH:32][cH:31]1)[C:6](=[O:7])[NH:8][CH:9]1[c:10]2[c:11]([cH:22][cH:23][cH:24][cH:25]2)-[c:12]2[c:13]([cH:18][cH:19][cH:20][cH:21]2)[N:14]([CH3:17])[C:15]1=[O:16]. Reactants: IC=1C=C(CO)C=CC1C (3-iodo-4-methylbenzyl alcohol). The reagents and catalysts are O=[Mn]=O (MnO2). The solvent is C(Cl)Cl (CH2Cl2). Conditions: time 16 hour. Product: IC=1C=C(C=O)C=CC1C (3-iodo-4-methylbenzaldehyde). RXN SMILES: [I:1][C:2]1[CH:3]=[C:4]([CH:7]=[CH:8][C:9]=1[CH3:10])[CH2:5][OH:6]>C(Cl)Cl.O=[Mn]=O>[I:1][C:2]1[CH:3]=[C:4]([CH:7]=[CH:8][C:9]=1[CH3:10])[CH:5]=[O:6]. Procedure details: A mixture of 1.0 mmol of this alcohol and 5.0 mmol of MnO2 in 5 mL of CH2Cl2 was stirred for 16 h at rt. Chromatography provided 3-iodo-4-methylbenzaldehyde. Starting materials: CN(C)C=O, O=C(Cl)C(=O)Cl, ClCCl, O=C(O)c1ccc(I)cc1. Product: O=C(Cl)c1ccc(I)cc1. RXN SMILES: [CH3:17][N:18]([CH3:19])[CH:20]=[O:21].[Cl:11][C:12]([C:13]([Cl:14])=[O:15])=[O:16].[Cl:22][CH2:23][Cl:24].[I:1][c:2]1[cH:3][cH:4][c:5]([C:6](=[O:7])[OH:8])[cH:9][cH:10]1>>[I:1][c:2]1[cH:3][cH:4][c:5]([C:6](=[O:7])[Cl:11])[cH:9][cH:10]1.